Task: describe an organic reaction: reactants, conditions, products, and yield. Dataset: the Open Reaction Database (ORD), a public repository of structured organic reaction records Starting materials: CCCCc1cc2ccccc2c(Oc2ccc(C=CC(=O)OCC)cc2)c1-c1ccc(OC)cc1, C1CCOC1, CCO, [Na+], [OH-]. Product: CCCCc1cc2ccccc2c(Oc2ccc(C=CC(=O)O)cc2)c1-c1ccc(OC)cc1. Reaction SMILES: [CH2:1]([CH2:2][CH2:3][CH3:4])[c:5]1[c:6](-[c:29]2[cH:30][cH:31][c:32]([O:35][CH3:36])[cH:33][cH:34]2)[c:7]([O:15][c:16]2[cH:17][cH:18][c:19]([CH:22]=[CH:23][C:24](=[O:25])[O:26][CH2:27][CH3:28])[cH:20][cH:21]2)[c:8]2[cH:9][cH:10][cH:11][cH:12][c:13]2[cH:14]1.[CH2:39]1[O:40][CH2:41][CH2:42][CH2:43]1.[CH3:44][CH2:45][OH:46].[Na+:38].[OH-:37]>>[CH2:1]([CH2:2][CH2:3][CH3:4])[c:5]1[c:6](-[c:29]2[cH:30][cH:31][c:32]([O:35][CH3:36])[cH:33][cH:34]2)[c:7]([O:15][c:16]2[cH:17][cH:18][c:19]([CH:22]=[CH:23][C:24](=[O:25])[OH:26])[cH:20][cH:21]2)[c:8]2[cH:9][cH:10][cH:11][cH:12][c:13]2[cH:14]1. Reactants: FC(C=1C=C(C=CC1)O)(F)F (3-trifluoromethyl-phenol), N (NH3). Yields the product FC(C1=CC=C2C(CCOC2=C1)=O)(F)F (7-(trifluoromethyl)chroman-4-one). RXN SMILES: [F:1][C:2]([F:11])([F:10])[C:3]1[CH:4]=[C:5]([OH:9])[CH:6]=[CH:7][CH:8]=1.N>>[F:1][C:2]([F:10])([F:11])[C:3]1[CH:4]=[C:5]2[C:6]([C:5](=[O:9])[CH2:4][CH2:3][O:9]2)=[CH:7][CH:8]=1. Reported procedure: The title compound was prepared from 3-trifluoromethyl-phenol according to EP1908753. MS (DCI/NH3) m/z 234 (M+NH4)+.